Task: describe an organic reaction: reactants, conditions, products, and yield. Dataset: the Open Reaction Database (ORD), a public repository of structured organic reaction records Procedure details: 1-(10,11-Dihydro-5H-dibenzo[b,e][1,4]diazepin-10-yl)-2,2,2-trifluoroethanone of Step A (3.12 g) was added to dry N,N-dimethylformamide (50 mL) containing sodium hydride (60% dispersion in oil, 0.60 g, washed with hexane). After a short while iodomethane was added (2.0 g) and the mixture stirred overnight at room temperature, quenched with ice and diluted with brine. The precipitate was collected and redissolved in dichloromethane. The solution was dried over anhydrous sodium sulfate and filtered... As a reaction SMILES: [CH:1]1[C:11]2[CH2:10][N:9]([C:12](=[O:17])[C:13]([F:16])([F:15])[F:14])[C:8]3[CH:18]=[CH:19][CH:20]=[CH:21][C:7]=3[NH:6][C:5]=2[CH:4]=[CH:3][CH:2]=1.[H-].[Na+].I[CH3:25]>CN(C)C=O>[CH3:25][N:6]1[C:5]2[CH:4]=[CH:3][CH:2]=[CH:1][C:11]=2[CH2:10][N:9]([C:12](=[O:17])[C:13]([F:16])([F:14])[F:15])[C:8]2[CH:18]=[CH:19][CH:20]=[CH:21][C:7]1=2 |f:1.2|. The solvent is CN(C=O)C (N,N-dimethylformamide). Product: CN1C2=C(N(CC3=C1C=CC=C3)C(C(F)(F)F)=O)C=CC=C2 (1-(10,11-Dihydro-5-methyl-dibenzo[b,e][1,4]diazepin-10-yl)-2,2,2-trifluoroethanone). Run at time 8 hour. Reactants: [H-].[Na+] (sodium hydride), C1=CC=CC=2NC3=C(N(CC21)C(C(F)(F)F)=O)C=CC=C3 (1-(10,11-Dihydro-5H-dibenzo[b,e][1,4]diazepin-10-yl)-2,2,2-trifluoroethanone), IC (iodomethane). The reactants are CN(C(=O)C1=NC=C(C=C1)C1=CC=C(C=C1)[C@H](C)N1C(OC2(CC1)CCC(CC2)=O)=O)C (5-{4-[(S)-1-(2,9-dioxo-1-oxa-3-aza-spiro[5.5]undec-3-yl)-ethyl]-phenyl}-pyridine-2-carboxylic acid dimethylamide). Run in CO.O (methanol water). Yields the product CN(C(=O)C1=NC=C(C=C1)C1=CC=C(C=C1)C(C)N1C(OC2(CC1)CCC(CC2)O)=O)C (5-{4-[1-(9-Hydroxy-2-oxo-1-oxa-3-aza-spiro[5.5]undec-3-yl)-ethyl]-phenyl}-pyridine-2-carboxylic acid dimethylamide). As a reaction SMILES: [CH3:1][N:2]([CH3:32])[C:3]([C:5]1[CH:10]=[CH:9][C:8]([C:11]2[CH:16]=[CH:15][C:14]([C@@H:17]([N:19]3[CH2:24][CH2:23][C:22]4([CH2:29][CH2:28][C:27](=[O:30])[CH2:26][CH2:25]4)[O:21][C:20]3=[O:31])[CH3:18])=[CH:13][CH:12]=2)=[CH:7][N:6]=1)=[O:4]>CO.O>[CH3:32][N:2]([CH3:1])[C:3]([C:5]1[CH:10]=[CH:9][C:8]([C:11]2[CH:16]=[CH:15][C:14]([CH:17]([N:19]3[CH2:24][CH2:23][C:22]4([CH2:25][CH2:26][CH:27]([OH:30])[CH2:28][CH2:29]4)[O:21][C:20]3=[O:31])[CH3:18])=[CH:13][CH:12]=2)=[CH:7][N:6]=1)=[O:4] |f:1.2|. Reported procedure: The title compound is prepared from 5-{4-[(S)-1-(2,9-dioxo-1-oxa-3-aza-spiro[5.5]undec-3-yl)-ethyl]-phenyl}-pyridine-2-carboxylic acid dimethylamide following a procedure analogous to that described in Example 22; after HPLC on reversed phase (methanol/water) the title compound is obtained in a ca. 1:1 mixture of cis- and trans-isomer. Yield: 53% of theory; LC (method 2): tR=1.58 min; Mass spectrum (ESI+): m/z=438 [M+H]+. As a reaction SMILES: [Br:14][c:15]1[cH:16][cH:17][c:18]([O:19][CH2:20][CH:21]([CH2:22][CH2:23][c:24]2[cH:25][n:26][cH:27][cH:28][cH:29]2)[OH:30])[cH:31][cH:32]1.[CH3:121][CH2:122][OH:123].[CH3:1][c:2]1[cH:3][cH:4][cH:5][cH:6][cH:7]1.[Cl:33][c:34]1[c:35]([B:41]([OH:42])[OH:43])[cH:36][cH:37][c:38]([Cl:40])[cH:39]1.[Na+:8].[Na+:9].[O-:10][C:11](=[O:12])[O-:13].[cH:44]1[cH:45][cH:46][c:47]([P:48]([Pd:49]([P:50]([c:51]2[cH:52][cH:53][cH:54][cH:55][cH:56]2)([c:57]2[cH:58][cH:59][cH:60][cH:61][cH:62]2)[c:63]2[cH:64][cH:65][cH:66][cH:67][cH:68]2)([P:69]([c:70]2[cH:71][cH:72][cH:73][cH:74][cH:75]2)([c:76]2[cH:77][cH:78][cH:79][cH:80][cH:81]2)[c:82]2[cH:83][cH:84][cH:85][cH:86][cH:87]2)[P:88]([c:89]2[cH:90][cH:91][cH:92][cH:93][cH:94]2)([c:95]2[cH:96][cH:97][cH:98][cH:99][cH:100]2)[c:101]2[cH:102][cH:103][cH:104][cH:105][cH:106]2)([c:107]2[cH:108][cH:109][cH:110][cH:111][cH:112]2)[c:113]2[cH:114][cH:115][cH:116][cH:117][cH:118]2)[cH:119][cH:120]1>>[c:15]1(-[c:35]2[c:34]([Cl:33])[cH:39][c:38]([Cl:40])[cH:37][cH:36]2)[cH:16][cH:17][c:18]([O:19][CH2:20][CH:21]([CH2:22][CH2:23][c:24]2[cH:25][n:26][cH:27][cH:28][cH:29]2)[OH:30])[cH:31][cH:32]1. Reactants: OC(CCc1cccnc1)COc1ccc(Br)cc1, CCO, Cc1ccccc1, OB(O)c1ccc(Cl)cc1Cl, [Na+], [Na+], O=C([O-])[O-], c1ccc(P(c2ccccc2)(c2ccccc2)[Pd](P(c2ccccc2)(c2ccccc2)c2ccccc2)(P(c2ccccc2)(c2ccccc2)c2ccccc2)P(c2ccccc2)(c2ccccc2)c2ccccc2)cc1. The product is OC(CCc1cccnc1)COc1ccc(-c2ccc(Cl)cc2Cl)cc1.